Dataset: the Open Reaction Database (ORD), a public repository of structured organic reaction records. Task: describe an organic reaction: reactants, conditions, products, and yield The reactants are [N+](=O)([O-])C1=C(C=CC(=C1)[N+](=O)[O-])S(=O)(=O)O (2,4-dinitrobenzenesulfonic acid), C(C)(=O)O.C(C)(=O)O.IC1=CC=CC=C1 (iodobenzene diacetate). Solvent: CC#N (CH3CN), CC#N (CH3CN). Reaction conditions: time 1 hour. The product is OI(OS(=O)(=O)C1=C(C=C(C=C1)[N+](=O)[O-])[N+](=O)[O-])C1=CC=CC=C1 ([hydroxy(2,4-dinitrobenzenesulfonyloxy)iodo]benzene). Isolated yield 95.8%. RXN SMILES: [N+:1]([C:4]1[CH:9]=[C:8]([N+:10]([O-:12])=[O:11])[CH:7]=[CH:6][C:5]=1[S:13]([OH:16])(=[O:15])=[O:14])([O-:3])=[O:2].C(O)(=[O:19])C.C(O)(=O)C.[I:25][C:26]1[CH:31]=[CH:30][CH:29]=[CH:28][CH:27]=1>CC#N>[OH:19][I:25]([C:26]1[CH:31]=[CH:30][CH:29]=[CH:28][CH:27]=1)[O:14][S:13]([C:5]1[CH:6]=[CH:7][C:8]([N+:10]([O-:12])=[O:11])=[CH:9][C:4]=1[N+:1]([O-:3])=[O:2])(=[O:16])=[O:15] |f:1.2.3|. Procedure: A solution of 2,4-dinitrobenzenesulfonic acid (16.5 g, 62.0 mmol) in minimum quantity of CH3CN was added at once to a translucent solution of iodobenzene diacetate (10 g, 31.0 mmol) in CH3CN (100 mL). The reaction mixture was stirred for 1 hour at RT. The solution was chilled in ice and then the solution was kept in freezer. The solid was filtered and washed with Et2O to obtain [hydroxy(2,4-dinitrobenzenesulfonyloxy)iodo]benzene (HDNIB) (13.9 g, 96% yield). 1H NMR (400 MHz, DMSO-d6): δ 9.91 (brs... The reactants are OC1CCNCC1 (4-hydroxypiperidine), C(C)(C)(C)OC(=O)NC1(CCC1)C/C=C/C(=O)O ((2E)-4-(1-(tert-butoxycarbonylamino)cyclobutyl)but-2-enoic acid), C(C)(C)(C)OC(=O)N(C)[C@@H](C(=O)O)CC1=CC=CC=C1 ((2R)-2-(N-tert-butoxycarbonyl-N-methylamino)-3-phenylpropionic acid), C(C)(C)(C)OC(=O)N(C)[C@@H](C(=O)O)CC1=CC2=CC=CC=C2C=C1 ((2R)-2-(N-tert-butoxycarbonyl-N-methylamino)-3-(2-naphthyl)propionic acid). Product: C(C1=CC=CC=C1)[C@H](C(=O)N1CCC(CC1)O)N(C(=O)[C@@H](CC1=CC2=CC=CC=C2C=C1)N(C(\C=C\CC1(CCC1)N)=O)C)C ((2E)-4-(1-Aminocyclobutyl)but-2-enoic acid N-((1R)-1-{N-[(1R)-1-benzyl-2-(4-hydroxypiperidin-1-yl)-2-oxoethyl]-N-methylcarbamoyl}-2-(2-naphthyl)ethyl)-N-methylamide). As a reaction SMILES: [OH:1][CH:2]1[CH2:7][CH2:6][NH:5][CH2:4][CH2:3]1.C(OC([N:15]([C@H:17]([CH2:21][C:22]1[CH:27]=[CH:26][CH:25]=[CH:24][CH:23]=1)[C:18]([OH:20])=O)[CH3:16])=O)(C)(C)C.C(O[C:33]([N:35]([C@H:37]([CH2:41][C:42]1[CH:51]=[CH:50][C:49]2[C:44](=[CH:45][CH:46]=[CH:47][CH:48]=2)[CH:43]=1)[C:38]([OH:40])=O)[CH3:36])=[O:34])(C)(C)C.C(OC([NH:59][C:60]1([CH2:64]/[CH:65]=[CH:66]/C(O)=O)[CH2:63][CH2:62][CH2:61]1)=O)(C)(C)C>>[CH2:21]([C@@H:17]([N:15]([CH3:16])[C:38]([C@H:37]([N:35]([CH3:36])[C:33](=[O:34])/[CH:66]=[CH:65]/[CH2:64][C:60]1([NH2:59])[CH2:63][CH2:62][CH2:61]1)[CH2:41][C:42]1[CH:51]=[CH:50][C:49]2[C:44](=[CH:45][CH:46]=[CH:47][CH:48]=2)[CH:43]=1)=[O:40])[C:18]([N:5]1[CH2:6][CH2:7][CH:2]([OH:1])[CH2:3][CH2:4]1)=[O:20])[C:22]1[CH:23]=[CH:24][CH:25]=[CH:26][CH:27]=1. Reported procedure: This compound was prepared as in example 1 but using 4-hydroxypiperidine, (2R)-2-(N-tert-butoxycarbonyl-N-methylamino)-3-phenylpropionic acid and (2R)-2-(N-tert-butoxycarbonyl-N-methylamino)-3-(2-naphthyl)propionic acid and (2E)-4-(1-(tert-butoxycarbonylamino)cyclobutyl)but-2-enoic acid. RXN SMILES: [H-].[Na+].[CH3:3][N:4]1[C:12]2[NH:13][C:14](=[O:21])[C:15]3[C:20]([C:11]=2[C:10]2[CH:9]=[C:8]([Cl:22])[CH:7]=[CH:6][C:5]1=2)=[CH:19][CH:18]=[CH:17][CH:16]=3.[CH3:23]I>CN(C)C=O>[CH3:23][O:21][C:14]1[C:15]2[C:20](=[CH:19][CH:18]=[CH:17][CH:16]=2)[C:11]2[C:10]3[CH:9]=[C:8]([Cl:22])[CH:7]=[CH:6][C:5]=3[N:4]([CH3:3])[C:12]=2[N:13]=1 |f:0.1|. Procedure details: To a stirred suspension of 0.08 g of 65% sodium hydride (in oil) in 5 ml of dimethylformamide, 0.5 g of 7-methyl-10-chloroindolo(2,3-c)isoquinolin-5(6H)-one is added at room temperature. The reaction mixture is stirred for 30 minutes and 2.5 g of methyl iodide in 30 ml of dimethylformamide is added dropwise thereto at room temperature. After addition, stirring is continued for further 16 hours at room temperature and then dimethylformamide is removed under reduced pressure. The residue is treate... The reactants are [H-].[Na+] (sodium hydride), CN1C=2C=CC(=CC2C2=C1NC(C1=CC=CC=C21)=O)Cl (7-methyl-10-chloroindolo(2,3-c)isoquinolin-5(6H)-one), CI (methyl iodide). Yields the product COC1=NC2=C(C3=CC=CC=C13)C=1C=C(C=CC1N2C)Cl (5-methoxy-7-methyl-10-chloro-7H-indolo(2,3-c)isoquinoline). Reaction conditions: time 30 minute. Yield: 77.0%. Solvent: CN(C=O)C (dimethylformamide), CN(C=O)C (dimethylformamide). Starting materials: Cl.COC=1C=C(C=CC1)CCN(CCC1=CNC2=CC=CC=C12)CCC (N-[2-(3-methoxyphenyl)-ethyl]-N-propyl-1H-indol-3-ethanamine hydrochloride), [OH-].[NH4+] (ammonium hydroxide). Solvent: O (water). Conditions: temperature 220 celsius, time 8 hour. Yields the product Cl.N1C=C(C2=CC=CC=C12)CCN(CCC=1C=C(C=CC1)O)CCC (3-[2-({2-(1H-indol-3-yl)-ethyl}-propylamino)-ethyl]-phenol hydrochloride). Reaction SMILES: [ClH:1].C[O:3][C:4]1[CH:5]=[C:6]([CH2:10][CH2:11][N:12]([CH2:24][CH2:25][CH3:26])[CH2:13][CH2:14][C:15]2[C:23]3[C:18](=[CH:19][CH:20]=[CH:21][CH:22]=3)[NH:17][CH:16]=2)[CH:7]=[CH:8][CH:9]=1.[OH-].[NH4+]>O>[ClH:1].[NH:17]1[C:18]2[C:23](=[CH:22][CH:21]=[CH:20][CH:19]=2)[C:15]([CH2:14][CH2:13][N:12]([CH2:24][CH2:25][CH3:26])[CH2:11][CH2:10][C:6]2[CH:5]=[C:4]([OH:3])[CH:9]=[CH:8][CH:7]=2)=[CH:16]1 |f:0.1,2.3,5.6|. Procedure details: The product of Step C was empasted with 50 ml of water and an excess of ammonium hydroxide was added thereto. The mixture was extracted with ethyl acetate and the organic phase was washed with water, dried and evaporated to dryness. The 11.55 g of orange oil residue were added to 45 g of pyridine and the mixture was refluxed at 220° C. under an inert atmosphere for 135 minutes. The mixture was cooled to 20° C. and was made alkaline with ammonium hydroxide. The mixture was then extracted with eth... The reactants are P(OC(C)C)(OC(C)C)OC(C)C (triisopropyl phosphite), P([O-])([O-])[O-] (phosphite), C(C(C)=C)Cl (methallyl chloride), C1=CC=CC=2SC3=CC=CC=C3NC12 (phenothiazine), Ni(CO)4. Product: C(C)(C)OP(OC(C)C)(=O)CC(C)=C (methallyl phosphonic acid diisopropyl ester). RXN SMILES: [P:1]([O:10][CH:11]([CH3:13])[CH3:12])([O:6][CH:7]([CH3:9])[CH3:8])[O:2]C(C)C.C1C2NC3C(=CC=CC=3)SC=2C=CC=1.P([O-])([O-])[O-].[CH2:32](Cl)[C:33](=[CH2:35])[CH3:34]>>[CH:11]([O:10][P:1]([CH2:34][C:33](=[CH2:32])[CH3:35])(=[O:2])[O:6][CH:7]([CH3:8])[CH3:9])([CH3:12])[CH3:13]. Reported procedure: 208 parts of triisopropyl phosphite, 1.5 parts of phenothiazine and 3.4 parts of Ni(CO)4 (corresponding to 2 mol %, based on the phosphite) are heated to 120°-130° C in a nitrogen atmosphere. 99 parts (corresponding to a 10% excess) of methallyl chloride are added dropwise over a period of 5 hours. 68 parts of isopropyl chloride (Bp: 35°-36° C) are distilled off through a column. The product is fractionated in vacuo through a column. Boiling point: 58°-63° C/0.25 Torr; Yield: 155 parts (70.5% of... The reactants are C(#N)/C(/C(=O)OC(C)(C)C)=C\C1=CC(=C(C=C1)Cl)Cl ((E)-tert-butyl 2-cyano-3-(3,4-dichlorophenyl)acrylate). Reagents/catalysts: [Zn] (zinc). Solvent: CC(=O)O (AcOH), C1(=CC=CC=C1)C (toluene), [Cl-].[Na+].O (brine). Reaction conditions: temperature 100 celsius. The product is C(#N)C(C(=O)OC(C)(C)C)CC1=CC(=C(C=C1)Cl)Cl (tert-butyl 2-cyano-3-(3,4-dichlorophenyl)propanoate). The yield is 77.5%. Reaction SMILES: [C:1](/[C:3](=[CH:11]\[C:12]1[CH:17]=[CH:16][C:15]([Cl:18])=[C:14]([Cl:19])[CH:13]=1)/[C:4]([O:6][C:7]([CH3:10])([CH3:9])[CH3:8])=[O:5])#[N:2]>CC(O)=O.C1(C)C=CC=CC=1.[Cl-].[Na+].O.[Zn]>[C:1]([CH:3]([CH2:11][C:12]1[CH:17]=[CH:16][C:15]([Cl:18])=[C:14]([Cl:19])[CH:13]=1)[C:4]([O:6][C:7]([CH3:9])([CH3:8])[CH3:10])=[O:5])#[N:2] |f:3.4.5|. Reported procedure: A suspension of (E)-tert-butyl 2-cyano-3-(3,4-dichlorophenyl)acrylate (1.05 g, 3.52 mmol) and zinc (3.45 g, 52.8 mmol) in AcOH (20 ml) was allowed to stir at 100° C. After stirred for 1 hour, the reaction mixture was cooled to ambient temperature, and diluted with toluene and brine. The phases were separated, and the organic layer was washed with brine, dried over Na2SO4, filtered, and concentrated under reduced pressure to give tert-butyl 2-cyano-3-(3,4-dichlorophenyl)propanoate (819 mg); Reten... Reported procedure: To a 25° C. solution of 45.9 g. (0.364 mole) of 8-oxabicyclo[5.1.0]octan-2-one in 950 ml. of 10% aqueous tetrahydrofuran was added 39.7 g. (1.47 mmoles) of aluminum amalgam. (The aluminum amalgam was prepared by 15-30 second successive washing of small pieces of aluminum foil with 2N sodium hydroxide, distilled water, 0.5% mercuric chloride, distilled water, 2N sodium hydroxide, distilled water, 0.5% mercuric chloride, distilled water, ethanol and ether.) The mixture was stirred for 2 hours, the... RXN SMILES: [CH:1]12[O:8][CH:7]1[CH2:6][CH2:5][CH2:4][CH2:3][C:2]2=[O:9]>O1CCCC1>[OH:9][CH:2]1[CH2:3][CH2:4][CH2:5][CH2:6][C:7](=[O:8])[CH2:1]1. The product is aluminum amalgam, OC1CC(CCCC1)=O (3-Hydroxycycloheptanone). Conditions: time 2 hour. The yield is 97.0%. Solvent: O1CCCC1 (tetrahydrofuran). Reactants: C12C(CCCCC2O1)=O (8-oxabicyclo[5.1.0]octan-2-one), aluminum amalgam. Reactants: ClC=1C=NC=C(C1SC1=C(C=C(S1)C(=O)O)[N+](=O)[O-])Cl (5-[(3,5-dichloro-4-pyridyl)sulfanyl]-4-nitro-thiophene-2-carboxylic acid), COC1=C(CN)C=CC=C1 (2-methoxy-benzylamine). The product is ClC=1C=NC=C(C1SC1=C(C=C(S1)C(=O)NCC1=C(C=CC=C1)OC)[N+](=O)[O-])Cl (5-((3,5-dichloropyridin-4-yl)thio)-N-(2-methoxybenzyl)-4-nitrothiophene-2-carboxamide), solid. Isolated yield 19.0%. Reaction SMILES: [Cl:1][C:2]1[CH:3]=[N:4][CH:5]=[C:6]([Cl:20])[C:7]=1[S:8][C:9]1[S:13][C:12]([C:14]([OH:16])=O)=[CH:11][C:10]=1[N+:17]([O-:19])=[O:18].[CH3:21][O:22][C:23]1[CH:30]=[CH:29][CH:28]=[CH:27][C:24]=1[CH2:25][NH2:26]>>[Cl:20][C:6]1[CH:5]=[N:4][CH:3]=[C:2]([Cl:1])[C:7]=1[S:8][C:9]1[S:13][C:12]([C:14]([NH:26][CH2:25][C:24]2[CH:27]=[CH:28][CH:29]=[CH:30][C:23]=2[O:22][CH3:21])=[O:16])=[CH:11][C:10]=1[N+:17]([O-:19])=[O:18]. Reported procedure: Prepared according to the procedure described for example 50 from 5-[(3,5-dichloro-4-pyridyl)sulfanyl]-4-nitro-thiophene-2-carboxylic acid (0.1 mg, 0.28 mmol) and 2-methoxy-benzylamine (46 mg, 0.33 mmol). The title compound was obtained as a yellow solid (25.0 mg, 19.0% yield). 1H NMR (400 MHz, d6-DMSO) δ: 9.20 (1H, m), 8.98 (2H, s), 8.58 (1H, s), 7.25 (1H, m), 7.18 (1H, m), 7.00 (1H, m), 6.90 (1H, m), 4.36 (2H, m), 3.79 (3H, s). MS m/z: 468.05, 470.05 [M+H]+. Reactants: [H-].[Na+] (NaH), C(C=C)C=1C(=C2C(=NC1)NC=C2)Cl (5-Allyl-4-chloro-1H-pyrrolo[2,3-b]pyridine), S(=O)(=O)(C1=CC=C(C)C=C1)Cl (TsCl). The solvent is CN(C)C=O (DMF). Conditions: time 30 minute. Product: C(C=C)C=1C(=C2C(=NC1)N(C=C2)S(=O)(=O)C2=CC=C(C)C=C2)Cl (5-allyl-4-chloro-1-tosyl-1H-pyrrolo[2,3-b]pyridine). Isolated yield 99.4%. RXN SMILES: [CH2:1]([C:4]1[C:5]([Cl:13])=[C:6]2[CH:12]=[CH:11][NH:10][C:7]2=[N:8][CH:9]=1)[CH:2]=[CH2:3].[H-].[Na+].[S:16](Cl)([C:19]1[CH:25]=[CH:24][C:22]([CH3:23])=[CH:21][CH:20]=1)(=[O:18])=[O:17]>CN(C=O)C>[CH2:1]([C:4]1[C:5]([Cl:13])=[C:6]2[CH:12]=[CH:11][N:10]([S:16]([C:19]3[CH:25]=[CH:24][C:22]([CH3:23])=[CH:21][CH:20]=3)(=[O:18])=[O:17])[C:7]2=[N:8][CH:9]=1)[CH:2]=[CH2:3] |f:1.2|. Procedure details: 5-Allyl-4-chloro-1H-pyrrolo[2,3-b]pyridine (2.24 g, 11.6 mmol) in DMF (25 mL) was cooled to about 0° C. then treated with 60 wt % NaH (0.558 g, 13.9 mmol). The mixture was stirred for about 30 min then TsCl (2.44 g, 12.8 mmol) was added. The mixture was stirred for about 15 min at about 0° C. then warmed to rt for about 30 min. The solvents were evaporated under reduced pressure then the residue was stirred with DCM (40 mL) and saturated aqueous NaHCO3 (35 mL) for about 15 min. The layers were s...